Dataset: the Open Reaction Database (ORD), a public repository of structured organic reaction records. Task: describe an organic reaction: reactants, conditions, products, and yield The reactants are [H-].[Al+3].[Li+].[H-].[H-].[H-] (lithium aluminium hydride), C1(CC1)CC(CC=C)=O (1-cyclopropylpent-4-en-2-one). Run in O1CCCC1 (tetrahydrofuran), O1CCCC1 (tetrahydrofuran). Run at temperature -78 celsius, time 1 hour. The product is C1(CC1)CC(CC=C)O (1-cyclopropylpent-4-en-2-ol). As a reaction SMILES: [H-].[Al+3].[Li+].[H-].[H-].[H-].[CH:7]1([CH2:10][C:11](=[O:15])[CH2:12][CH:13]=[CH2:14])[CH2:9][CH2:8]1>O1CCCC1>[CH:7]1([CH2:10][CH:11]([OH:15])[CH2:12][CH:13]=[CH2:14])[CH2:9][CH2:8]1 |f:0.1.2.3.4.5|. Procedure: To a suspension of lithium aluminium hydride (17.1, 0.45 mol) in tetrahydrofuran (700 mL) at −78° C. was added drop-wise a solution of 1-cyclopropylpent-4-en-2-one (C64) (38 g, 0.3 mol) in tetrahydrofuran (100 mL). After the addition, the mixture was stirred at −78° C. for 1 hour. The reaction mixture was quenched with water (20 mL) at −78° C., then dichloromethane (200 mL) was added and the mixture was stirred at room temperature for 0.5 hours. The mixture was filtered, the filter cake was wash... Reactants: BrC=1C=C2C(=CN1)NN=C2 (5-bromo-1H-pyrazolo[3,4-c]pyridine), C(=O)([O-])[O-].[Na+].[Na+] (Na2CO3), CC1(OB(OC1(C)C)C=1C=NNC1)C (4-(4,4,5,5-tetramethyl-1,3,2-dioxaborolan-2-yl)-1H-pyrazole). Reagents/catalysts: C1=CC=C(C=C1)P([C-]2C=CC=C2)C3=CC=CC=C3.C1=CC=C(C=C1)P([C-]2C=CC=C2)C3=CC=CC=C3.Cl[Pd]Cl.[Fe+2] (Pd(dppf)Cl2). Solvent: COCCOC.CCO (DME EtOH). Conditions: time 60 minute. Yields the product N1N=CC(=C1)C=1C=C2C(=CN1)NN=C2 (5-(1H-pyrazol-4-yl)-1H-pyrazolo[3,4-c]pyridine). The yield is 43.2%. Reaction SMILES: Br[C:2]1[CH:3]=[C:4]2[CH:10]=[N:9][NH:8][C:5]2=[CH:6][N:7]=1.C([O-])([O-])=O.[Na+].[Na+].CC1(C)C(C)(C)OB([C:25]2[CH:26]=[N:27][NH:28][CH:29]=2)O1>COCCOC.CCO.C1C=CC(P(C2C=CC=CC=2)[C-]2C=CC=C2)=CC=1.C1C=CC(P(C2C=CC=CC=2)[C-]2C=CC=C2)=CC=1.Cl[Pd]Cl.[Fe+2]>[NH:27]1[CH:26]=[C:25]([C:2]2[CH:3]=[C:4]3[CH:10]=[N:9][NH:8][C:5]3=[CH:6][N:7]=2)[CH:29]=[N:28]1 |f:1.2.3,5.6,7.8.9.10|. Procedure: To a solution of 5-bromo-1H-pyrazolo[3,4-c]pyridine (100 mg, 0.5 mmol) in DME:EtOH (5:1, 5 mL) was added Pd(dppf)Cl2 (20 mg), saturated solution of Na2CO3 (1 mL) and 4-(4,4,5,5-tetramethyl-1,3,2-dioxaborolan-2-yl)-1H-pyrazole (116 mg, 0.6 mmol). Under argon, the mixture was stirred under microwave irradiation for 60 min at 150. After cooling down, the solvent was removed under reduced pressure and the residue was purified by silica-gel column chromatography (mobile phase: EA:PE=1:1) to afford 5-... Starting materials: [BH4-], CO, [Na+], C1CCOC1, CNC(=S)C1=C(O)C(C)(COC)Oc2ccc([N+](=O)[O-])cc21. The product is CNC(=S)C1c2cc([N+](=O)[O-])ccc2OC(C)(COC)C1O. RXN SMILES: [BH4-:28].[CH3:30][OH:31].[Na+:29].[O:23]1[CH2:24][CH2:25][CH2:26][CH2:27]1.[OH:1][C:2]1=[C:7]([C:8]([NH:9][CH3:10])=[S:11])[c:6]2[c:5]([cH:15][cH:14][c:13]([N+:16](=[O:17])[O-:18])[cH:12]2)[O:4][C:3]1([CH3:19])[CH2:20][O:21][CH3:22]>>[OH:1][CH:2]1[C:3]([CH3:19])([CH2:20][O:21][CH3:22])[O:4][c:5]2[c:6]([cH:12][c:13]([N+:16](=[O:17])[O-:18])[cH:14][cH:15]2)[CH:7]1[C:8]([NH:9][CH3:10])=[S:11].